This data is from the Open Reaction Database (ORD), a public repository of structured organic reaction records. The task is: describe an organic reaction: reactants, conditions, products, and yield Starting materials: C#CC(C)(C)C, O=Cc1ccc(C(F)(F)F)cc1. Yields the product CC(C)(C)C=CC(O)c1ccc(C(F)(F)F)cc1. RXN SMILES: [CH3:1][C:2]([C:3]#[CH:4])([CH3:5])[CH3:6].[F:7][C:8]([c:9]1[cH:10][cH:11][c:12]([CH:13]=[O:14])[cH:15][cH:16]1)([F:17])[F:18]>>[CH3:1][C:2]([CH:3]=[CH:4][CH:13]([c:12]1[cH:11][cH:10][c:9]([C:8]([F:7])([F:17])[F:18])[cH:16][cH:15]1)[OH:14])([CH3:5])[CH3:6]. The reactants are C1CCOC1.O (THF H2O), [H-].[Na+] (NaH), ClC=1C=C2C(=NC1)N(C=C2C2=NC=C(C(=N2)S(=O)C)F)S(=O)(=O)C2=CC=C(C=C2)C (5-chloro-3-(5-fluoro-4-methylsulfinyl-pyrimidin-2-yl)-1-(p-tolylsulfonyl)pyrrolo[2,3-b]pyridine), IC.CN(C)C=O (iodomethane DMF), ClC=1C=C2C(=NC1)N(C=C2B2OC(C(O2)(C)C)(C)C)S(=O)(=O)C2=CC=C(C=C2)C (5-chloro-1-(p-tolylsulfonyl)-3-(4,4,5,5-tetramethyl-1,3,2-dioxaborolan-2-yl)pyrrolo[2,3-b]pyridine). Solvent: N1=CC=CC=C1 (pyridine), CCO (EtOH). The product is ClC=1C=C2C(=NC1)NC=C2C2=NC=C(C(=N2)N[C@@H]2[C@H](CCCC2)C(=O)OC(C)C)F ((1S,2S)-isopropyl 2-(2-(5-chloro-1H-pyrrolo[2,3-b]pyridin-3-yl)-5-fluoropyrimidin-4-ylamino)cyclohexanecarboxylate). Reaction SMILES: [H-].[Na+].IC.[CH3:5]N(C=O)C.Cl[C:11]1[CH:12]=[C:13]2C(B3OC(C)(C)C(C)(C)O3)=CN(S(C3C=CC(C)=CC=3)(=O)=O)[C:14]2=[N:15][CH:16]=1.[Cl:39][C:40]1[CH:41]=[C:42]2[C:48]([C:49]3[N:54]=[C:53](S(C)=O)[C:52]([F:58])=[CH:51][N:50]=3)=[CH:47][N:46](S(C3C=CC(C)=CC=3)(=O)=O)[C:43]2=[N:44][CH:45]=1.[CH2:69]1[CH2:73][O:72][CH2:71][CH2:70]1.[OH2:74]>CCO.N1C=CC=CC=1>[Cl:39][C:40]1[CH:41]=[C:42]2[C:48]([C:49]3[N:54]=[C:53]([NH:15][C@H:14]4[CH2:13][CH2:12][CH2:11][CH2:16][C@@H:69]4[C:73]([O:72][CH:71]([CH3:70])[CH3:5])=[O:74])[C:52]([F:58])=[CH:51][N:50]=3)=[CH:47][NH:46][C:43]2=[N:44][CH:45]=1 |f:0.1,2.3,6.7|. Procedure details: NaH, iodomethane DMF; (b) NH2OH—HCl, pyridine, EtOH; (c) Al (Hg), THF—H2O (4:1). Reactants: C(C1=CC=CC=C1)OC(=O)NCC[C@H](CC(=O)O)OC1OCCCC1 ((3R)-5-benzyloxycarbonylamino-3-(2-tetrahydropyranyloxy)pentanoic acid), N,N'-carbonyldiimidazole, C(C)(C)(C)OC(CC(=O)[O-])=O.[K+] (potassium malonate tert-butyl ester), [Cl-].[Mg+2].[Cl-] (magnesium chloride). Solvent: C(C)#N (acetonitrile). Run at temperature 10 celsius. Product: C(C1=CC=CC=C1)OC(=O)NCC[C@H](CC(CC(=O)OC(C)(C)C)=O)OC1OCCCC1 (tert-butyl (5R)-7-benzyloxycarbonylamino-5-(2-tetrahydropyranyloxy)-3-oxoheptanoate). Reaction SMILES: [CH2:1]([O:8][C:9]([NH:11][CH2:12][CH2:13][C@@H:14]([O:19][CH:20]1[CH2:25][CH2:24][CH2:23][CH2:22][O:21]1)[CH2:15][C:16]([OH:18])=O)=[O:10])[C:2]1[CH:7]=[CH:6][CH:5]=[CH:4][CH:3]=1.[C:26]([O:30][C:31](=[O:36])[CH2:32]C([O-])=O)([CH3:29])([CH3:28])[CH3:27].[K+].[Cl-].[Mg+2].[Cl-]>C(#N)C>[CH2:1]([O:8][C:9]([NH:11][CH2:12][CH2:13][C@@H:14]([O:19][CH:20]1[CH2:25][CH2:24][CH2:23][CH2:22][O:21]1)[CH2:15][C:16](=[O:18])[CH2:32][C:31]([O:30][C:26]([CH3:29])([CH3:28])[CH3:27])=[O:36])=[O:10])[C:2]1[CH:3]=[CH:4][CH:5]=[CH:6][CH:7]=1 |f:1.2,3.4.5|. Procedure details: Into a one-liter four-necked flask were poured 43.9 g (0.125 mole) of (3R)-5-benzyloxycarbonylamino-3-(2-tetrahydropyranyloxy)pentanoic acid (2-c) obtained in the above process B and 290 ml of acetonitrile. Furthermore, 19.6 g (0.121 mole) of N,N'-carbonyldiimidazole was added to the contents over a period of 15 minutes in a nitrogen stream with stirring. Gas evolution was observed. Approximately 30 minutes later the gas evolution was nearly complete. Then, the contents were cooled to approximat... Starting materials: COC(=O)c1c(CBr)cc(Cl)cc1C(F)(F)F, CCOC(C)=O, Cc1ccccc1, CCCCCC, NCc1ccc(OC(F)(F)F)cc1, [K+], [K+], O=C([O-])[O-]. Yields the product O=C1c2c(cc(Cl)cc2C(F)(F)F)CN1Cc1ccc(OC(F)(F)F)cc1. RXN SMILES: [CH3:1][O:2][C:3]([c:4]1[c:5]([CH2:15][Br:16])[cH:6][c:7]([Cl:14])[cH:8][c:9]1[C:10]([F:11])([F:12])[F:13])=[O:17].[CH3:37][CH2:38][O:39][C:40](=[O:41])[CH3:42].[CH3:43][c:44]1[cH:45][cH:46][cH:47][cH:48][cH:49]1.[CH3:50][CH2:51][CH2:52][CH2:53][CH2:54][CH3:55].[F:18][C:19]([O:20][c:21]1[cH:22][cH:23][c:24]([CH2:25][NH2:26])[cH:27][cH:28]1)([F:29])[F:30].[K+:31].[K+:32].[O-:33][C:34]([O-:35])=[O:36]>>[C:3]1(=[O:17])[c:4]2[c:5]([cH:6][c:7]([Cl:14])[cH:8][c:9]2[C:10]([F:11])([F:12])[F:13])[CH2:15][N:26]1[CH2:25][c:24]1[cH:23][cH:22][c:21]([O:20][C:19]([F:18])([F:29])[F:30])[cH:28][cH:27]1. Starting materials: CCOC(=O)Cc1cccc(Oc2ccccc2Cl)c1[N+](=O)[O-], [Na+], [OH-], O. Product: O=C([O-])Cc1cccc(Oc2ccccc2Cl)c1[N+](=O)[O-], [Na+]. RXN SMILES: [N+:1](=[O:2])([O-:3])[c:4]1[c:5]([CH2:18][C:19](=[O:20])[O:21][CH2:22][CH3:23])[cH:6][cH:7][cH:8][c:9]1[O:10][c:11]1[c:12]([Cl:17])[cH:13][cH:14][cH:15][cH:16]1.[Na+:25].[OH-:24].[OH2:26]>>[N+:1](=[O:2])([O-:3])[c:4]1[c:5]([CH2:18][C:19](=[O:20])[O-:21])[cH:6][cH:7][cH:8][c:9]1[O:10][c:11]1[c:12]([Cl:17])[cH:13][cH:14][cH:15][cH:16]1.[Na+:25]. Reactants: C(C)(C)(C)N(N)C(C1=CC=CC=C1)=O (N'-t-butyl-N'-benzoylhydrazine), [OH-].[Na+] (sodium hydroxide), Cl.C(C1=CC=NC=C1)Cl (isonicotinyl chloride hydrochloride). Run in C1(=CC=CC=C1)C (toluene). Run at temperature 23 celsius, time 8 hour. Product: C(C)(C)(C)N(NC(C1=CC=NC=C1)=O)C(C1=CC=CC=C1)=O (N'-t-butyl-N-isonicotinoyl-N'-benzoylhydrazine). As a reaction SMILES: [C:1]([N:5]([C:7](=[O:14])[C:8]1[CH:13]=[CH:12][CH:11]=[CH:10][CH:9]=1)[NH2:6])([CH3:4])([CH3:3])[CH3:2].[OH-:15].[Na+].Cl.[CH2:18](Cl)[C:19]1[CH:24]=[CH:23][N:22]=[CH:21][CH:20]=1>C1(C)C=CC=CC=1>[C:1]([N:5]([C:7](=[O:14])[C:8]1[CH:9]=[CH:10][CH:11]=[CH:12][CH:13]=1)[NH:6][C:18](=[O:15])[C:19]1[CH:24]=[CH:23][N:22]=[CH:21][CH:20]=1)([CH3:4])([CH3:2])[CH3:3] |f:1.2,3.4|. Procedure details: A solution of N'-t-butyl-N'-benzoylhydrazine (0.5 g, 0.00026 mol) in 10 ml of toluene was treated with 50% sodium hydroxide (0.6 g) followed by isonicotinyl chloride hydrochloride (0.47 g, 0.0026 mol). The mixture was stirred at 23° C. overnight. The solids were removed by filtration and washed with isonicotinyl-N'-benzoylhydrazine.